From a dataset of the Open Reaction Database (ORD), a public repository of structured organic reaction records. describe an organic reaction: reactants, conditions, products, and yield The reactants are C(C)(C)(C)O[C@H](C(=O)OCC)C1=C(C2=C(N=C(S2)C2=CC(=NC=C2)Cl)C=C1C)C1=CC=C(C=C1)Cl ((S)-ethyl 2-tert-butoxy-2-(7-(4-chlorophenyl)-2-(2-chloropyridin-4-yl)-5-methylbenzo[d]thiazol-6-yl)acetate), CN1N=CC2=NC(=CC=C21)[Sn](CCCC)(CCCC)CCCC (1-methyl-5-(tributylstannyl)-1H-pyrazolo[4,3-b]pyridine), [Cl-].[Li+] (lithium chloride). Reagents/catalysts: [Cu]I (copper(I) iodide), C=1C=CC(=CC1)[P](C=2C=CC=CC2)(C=3C=CC=CC3)[Pd]([P](C=4C=CC=CC4)(C=5C=CC=CC5)C=6C=CC=CC6)([P](C=7C=CC=CC7)(C=8C=CC=CC8)C=9C=CC=CC9)[P](C=1C=CC=CC1)(C=1C=CC=CC1)C=1C=CC=CC1 (Pd(PPh3)4). Run at temperature 120 celsius. The product is C(C)(C)(C)O[C@H](C(=O)OCC)C1=C(C2=C(N=C(S2)C2=CC(=NC=C2)C2=CC=C3C(=N2)C=NN3C)C=C1C)C1=CC=C(C=C1)Cl ((S)-ethyl 2-tert-butoxy-2-(7-(4-chlorophenyl)-5-methyl-2-(2-(1-methyl-1H-pyrazolo[4,3-b]pyridin-5-yl)pyridin-4-yl)benzo[d]thiazol-6-yl)acetate). As a reaction SMILES: [C:1]([O:5][C@@H:6]([C:12]1[C:27]([CH3:28])=[CH:26][C:15]2[N:16]=[C:17]([C:19]3[CH:24]=[CH:23][N:22]=[C:21](Cl)[CH:20]=3)[S:18][C:14]=2[C:13]=1[C:29]1[CH:34]=[CH:33][C:32]([Cl:35])=[CH:31][CH:30]=1)[C:7]([O:9][CH2:10][CH3:11])=[O:8])([CH3:4])([CH3:3])[CH3:2].[CH3:36][N:37]1[C:45]2[C:40](=[N:41][C:42]([Sn](CCCC)(CCCC)CCCC)=[CH:43][CH:44]=2)[CH:39]=[N:38]1.[Cl-].[Li+]>[Cu]I.C1C=CC([P]([Pd]([P](C2C=CC=CC=2)(C2C=CC=CC=2)C2C=CC=CC=2)([P](C2C=CC=CC=2)(C2C=CC=CC=2)C2C=CC=CC=2)[P](C2C=CC=CC=2)(C2C=CC=CC=2)C2C=CC=CC=2)(C2C=CC=CC=2)C2C=CC=CC=2)=CC=1>[C:1]([O:5][C@@H:6]([C:12]1[C:27]([CH3:28])=[CH:26][C:15]2[N:16]=[C:17]([C:19]3[CH:24]=[CH:23][N:22]=[C:21]([C:42]4[N:41]=[C:40]5[CH:39]=[N:38][N:37]([CH3:36])[C:45]5=[CH:44][CH:43]=4)[CH:20]=3)[S:18][C:14]=2[C:13]=1[C:29]1[CH:30]=[CH:31][C:32]([Cl:35])=[CH:33][CH:34]=1)[C:7]([O:9][CH2:10][CH3:11])=[O:8])([CH3:4])([CH3:3])[CH3:2] |f:2.3,^1:66,68,87,106|. Procedure: To a solution of (S)-ethyl 2-tert-butoxy-2-(7-(4-chlorophenyl)-2-(2-chloropyridin-4-yl)-5-methylbenzo[d]thiazol-6-yl)acetate (48 mg, 0.091 mmol) in microwave vial, was added 1-methyl-5-(tributylstannyl)-1H-pyrazolo[4,3-b]pyridine (47 mg, 0.111 mmol), copper(I) iodide (9 mg, 0.045 mmol), lithium chloride (11 mg, 0.27 mmol), Pd(PPh3)4 (10 mg, 0.009 mmol). The reaction mixture was heated at 120° C. for 4 hours. Then the mixture was washed by saturated NaHCO3, extracted by EtOAc, the organic phase w... Reactants: CI, CS(C)=O, [K+], [OH-], CN1Cc2c(C#CC(C)(C)O)ncn2-c2ccccc2C1=O. The product is COC(C)(C)C#Cc1ncn2c1CN(C)C(=O)c1ccccc1-2. Reaction SMILES: [CH3:25][I:26].[CH3:27][S:28](=[O:29])[CH3:30].[K+:2].[OH-:1].[OH:3][C:4]([C:5]#[C:6][c:7]1[n:8][cH:9][n:10]2[c:11]1[CH2:12][N:13]([CH3:22])[C:14](=[O:21])[c:15]1[c:16]-2[cH:17][cH:18][cH:19][cH:20]1)([CH3:23])[CH3:24]>>[O:3]([C:4]([C:5]#[C:6][c:7]1[n:8][cH:9][n:10]2[c:11]1[CH2:12][N:13]([CH3:22])[C:14](=[O:21])[c:15]1[c:16]-2[cH:17][cH:18][cH:19][cH:20]1)([CH3:23])[CH3:24])[CH3:25]. The reactants are Cl.CN(CC(=O)O)C (N,N-dimethylglycin hydrochloride), O.C1(=CC=C(C=C1)S(=O)(=O)O)C (p-toluenesulfonic acid monohydrate), COC=1C=C(C=CC1OC)/C(/C#N)=C/C=1SC(=CC1)N1CCC(CC1)O ((Z)-2-(3,4-dimethoxy-phenyl)-3-[5-(4-hydroxy-piperidin-1-yl)-thiophen-2-yl]-acrylonitrile). The solvent is C1(=CC=CC=C1)C (toluene). Yields the product C1(=CC=C(C=C1)S(=O)(=O)O)C.CN(C)CC(=O)OC1CCN(CC1)C=1SC(=CC1)\C=C(\C1=CC(=C(C=C1)OC)OC)/C#N (1-[5-[(Z)-2-cyano-2-(3,4-dimethoxy-phenyl)-vinyl]-thiophen-2-yl]-piperidin-4-yl dimethylamino-acetate p-toluenesulfonate). Isolated yield 6.1%. Reaction SMILES: [CH3:1][O:2][C:3]1[CH:4]=[C:5](/[C:11](=[CH:14]/[C:15]2[S:16][C:17]([N:20]3[CH2:25][CH2:24][CH:23]([OH:26])[CH2:22][CH2:21]3)=[CH:18][CH:19]=2)/[C:12]#[N:13])[CH:6]=[CH:7][C:8]=1[O:9][CH3:10].Cl.[CH3:28][N:29]([CH3:34])[CH2:30][C:31](O)=[O:32].O.[C:36]1([CH3:46])[CH:41]=[CH:40][C:39]([S:42]([OH:45])(=[O:44])=[O:43])=[CH:38][CH:37]=1>C1(C)C=CC=CC=1>[C:36]1([CH3:46])[CH:37]=[CH:38][C:39]([S:42]([OH:45])(=[O:43])=[O:44])=[CH:40][CH:41]=1.[CH3:28][N:29]([CH2:30][C:31]([O:26][CH:23]1[CH2:22][CH2:21][N:20]([C:17]2[S:16][C:15](/[CH:14]=[C:11](\[C:12]#[N:13])/[C:5]3[CH:6]=[CH:7][C:8]([O:9][CH3:10])=[C:3]([O:2][CH3:1])[CH:4]=3)=[CH:19][CH:18]=2)[CH2:25][CH2:24]1)=[O:32])[CH3:34] |f:1.2,3.4,6.7|. Procedure details: Compound 6 (370 mg) was dissolved in toluene (80 mL), and N,N-dimethylglycin hydrochloride (140 mg) and p-toluenesulfonic acid monohydrate (380 mg) were added to the solution, followed by stirring under reflux for 5 hours. The solvent was evaporated to dryness, and the residue was purified by silica gel column chromatography (CHCl3-MeOH), to thereby yield the target product (yield: 38 mg, 7.7%). Starting materials: CCCCc1ncc(CO)n1Cc1ccccc1Cl, O=S(Cl)Cl. The product is CCCCc1ncc(CCl)n1Cc1ccccc1Cl. Reaction SMILES: [CH2:1]([CH2:2][CH2:3][CH3:4])[c:5]1[n:6]([CH2:12][c:13]2[c:14]([Cl:19])[cH:15][cH:16][cH:17][cH:18]2)[c:7]([CH2:10][OH:11])[cH:8][n:9]1.[S:20]([Cl:21])([Cl:22])=[O:23]>>[CH2:1]([CH2:2][CH2:3][CH3:4])[c:5]1[n:6]([CH2:12][c:13]2[c:14]([Cl:19])[cH:15][cH:16][cH:17][cH:18]2)[c:7]([CH2:10][Cl:22])[cH:8][n:9]1. Starting materials: BrBr (bromine), CC1=CC=C(C=C1)C=1C(=CC=CC1)C#N (4'-methyl-1,1'-biphenyl-2-carbonitrile), [Cl-].[Al+3].[Cl-].[Cl-] (aluminium chloride), [Cl-].[Al+3].[Cl-].[Cl-] (aluminium chloride), [Cl-].[Al+3].[Cl-].[Cl-] (aluminium chloride), Cl (hydrochloric acid). Run in ClCC(Cl)(Cl)Cl (tetrachloroethane), C1(=CC=CC=C1)C (toluene), ClCC(Cl)(Cl)Cl (tetrachloroethane). Reaction conditions: time 24 hour. Product: BrC=1C=C(C=CC1C)C=1C(=CC=CC1)C#N (3'-Bromo-4'-methyl-1.1'-biphenyl-2-carbonitrile). RXN SMILES: [Cl-].[Al+3].[Cl-].[Cl-].[CH3:5][C:6]1[CH:11]=[CH:10][C:9]([C:12]2[C:13]([C:18]#[N:19])=[CH:14][CH:15]=[CH:16][CH:17]=2)=[CH:8][CH:7]=1.[Br:20]Br.Cl>ClCC(Cl)(Cl)Cl.C1(C)C=CC=CC=1>[Br:20][C:11]1[CH:10]=[C:9]([C:12]2[C:13]([C:18]#[N:19])=[CH:14][CH:15]=[CH:16][CH:17]=2)[CH:8]=[CH:7][C:6]=1[CH3:5] |f:0.1.2.3|. Procedure details: A suspension of 21.0 g (0.157 mol) of anhydrous aluminium chloride in 800 ml of tetrachloroethane is treated with 25.0 g (0.129 mol) of 4'-methyl-1,1'-biphenyl-2-carbonitrile and brought to an internal temperature of 60° with stirning. As soon as the aluminium chloride has gone into solution, a solution of 20.7 g (0.129 mol) of bromine in 100 ml of tetrachloroethane is added dropwise at an internal temperature of 60°. The reaction mixture is stirred at 60° for 24 hours. After addition of a furth...